From a dataset of the Open Reaction Database (ORD), a public repository of structured organic reaction records. describe an organic reaction: reactants, conditions, products, and yield Reactants: COC(=O)C(CC1CCCC1)c1ccc(-c2ccccc2)cc1, CNC(N)=O, C[O-], C[O-], CO, [Mg+2]. Yields the product CNC(=O)NC(=O)C(CC1CCCC1)c1ccc(-c2ccccc2)cc1. Reaction SMILES: [CH3:1][O:2][C:3]([CH:4]([CH2:5][CH:6]1[CH2:7][CH2:8][CH2:9][CH2:10]1)[c:11]1[cH:12][cH:13][c:14](-[c:17]2[cH:18][cH:19][cH:20][cH:21][cH:22]2)[cH:15][cH:16]1)=[O:23].[CH3:24][NH:25][C:26](=[O:27])[NH2:28].[CH3:29][O-:30].[CH3:32][O-:33].[CH3:34][OH:35].[Mg+2:31]>>[C:3]([CH:4]([CH2:5][CH:6]1[CH2:7][CH2:8][CH2:9][CH2:10]1)[c:11]1[cH:12][cH:13][c:14](-[c:17]2[cH:18][cH:19][cH:20][cH:21][cH:22]2)[cH:15][cH:16]1)(=[O:23])[NH:28][C:26]([NH:25][CH3:24])=[O:27]. The solvent is C1(=CC=CC=C1)C (toluene), C1(=CC=CC=C1)C (toluene). Reaction SMILES: [CH3:1][C:2]1[CH:3]=[C:4]2[C:8](=[CH:9][CH:10]=1)[NH:7][CH:6]=[CH:5]2.C([Mg]Br)C.Br[C:16]1[C:17]([N:19]([CH3:34])[C:20](=[O:33])[C:21]=1[C:22]1[C:30]2[C:25](=[CH:26][CH:27]=[C:28]([CH3:31])[CH:29]=2)[N:24]([CH3:32])[CH:23]=1)=[O:18].C(O)(=O)CC(CC(O)=O)(C(O)=O)O>C1(C)C=CC=CC=1>[CH3:32][N:24]1[C:25]2[C:30](=[CH:29][C:28]([CH3:31])=[CH:27][CH:26]=2)[C:22]([C:21]2[C:20]([N:19]([CH3:34])[C:17](=[O:18])[C:16]=2[C:5]2[C:4]3[C:8](=[CH:9][CH:10]=[C:2]([CH3:1])[CH:3]=3)[NH:7][CH:6]=2)=[O:33])=[CH:23]1. Procedure details: To a solution of 5-methylindole (77 mg, 0.66 mmol) dissolved in toluene (1 mL) was added 0.95M ethylmagnesium bromide (0.7 mL, 0.66 mmol) at 40° C., and the whole was stirred at 40° C. for 45 minutes. Successively, a solution of 2-bromo-3-(1,5-dimethyl-1H-indol-3-yl)-N-methylmaleimide (100 mg, 0.3 mmol) dissolved in toluene (5 mL) was added thereto, followed by stirring under heating and refluxing for 3 hours. After 20% aqueous citric acid solution (1 mL) was added thereto under ice cooling and ... Yield: 86.9%. Yields the product CN1C=C(C2=CC(=CC=C12)C)C=1C(=O)N(C(C1C1=CNC2=CC=C(C=C12)C)=O)C (2-(1,5-dimethyl-1H-indol-3-yl)-3-(5-methyl-1H-indol-3-yl)-N-methylmaleimide). The reactants are BrC=1C(=O)N(C(C1C1=CN(C2=CC=C(C=C12)C)C)=O)C (2-bromo-3-(1,5-dimethyl-1H-indol-3-yl)-N-methylmaleimide), C(CC(O)(C(=O)O)CC(=O)O)(=O)O (citric acid), CC=1C=C2C=CNC2=CC1 (5-methylindole), C(C)[Mg]Br (ethylmagnesium bromide). Reaction conditions: temperature 40 celsius, time 45 minute. Starting materials: reagents, ClC1=CC=2C3=C(NC2C=C1)CCN(CC3)C (9-Chloro-3-methyl-1,2,3,4,5,6-hexahydroazepino[4,5-b]indole), BrC=C(C)C1=C(C=CC=C1)Cl (1-(1-bromoprop-1-en-2-yl)-2-chlorobenzene), N1[C@H](C(=O)O)CCC1 (L-proline), [O-]P(=O)([O-])[O-].[K+].[K+].[K+] (potassium phosphate tribasic). The reagents and catalysts are [Cu]I (CuI). Run in CN(C)C=O (DMF). Conditions: temperature 85 celsius. Product: ClC1=CC=2C3=C(N(C2C=C1)\C=C(\C)/C1=C(C=CC=C1)Cl)CCN(CC3)C ((Z)-9-chloro-6-(2-(2-chlorophenyl)prop-1-enyl)-3-methyl-1,2,3,4,5,6-hexahydroazepino[4,5-b]indole). RXN SMILES: [Cl:1][C:2]1[CH:10]=[CH:9][C:8]2[NH:7][C:6]3[CH2:11][CH2:12][N:13]([CH3:16])[CH2:14][CH2:15][C:5]=3[C:4]=2[CH:3]=1.Br[CH:18]=[C:19]([C:21]1[CH:26]=[CH:25][CH:24]=[CH:23][C:22]=1[Cl:27])[CH3:20].N1CCC[C@H]1C(O)=O.[O-]P([O-])([O-])=O.[K+].[K+].[K+]>CN(C=O)C.[Cu]I>[Cl:1][C:2]1[CH:10]=[CH:9][C:8]2[N:7](/[CH:18]=[C:19](\[C:21]3[CH:26]=[CH:25][CH:24]=[CH:23][C:22]=3[Cl:27])/[CH3:20])[C:6]3[CH2:11][CH2:12][N:13]([CH3:16])[CH2:14][CH2:15][C:5]=3[C:4]=2[CH:3]=1 |f:3.4.5.6|. Reported procedure: 9-Chloro-3-methyl-1,2,3,4,5,6-hexahydroazepino[4,5-b]indole (234.72 mg, 1 mmol), 1-(1-bromoprop-1-en-2-yl)-2-chlorobenzene (277.82 mg, 1.2 mmol), L-proline (0.2 mmol), CuI (19 mg, 0.1 mmol) and potassium phosphate tribasic (424 mg, 2 mmol) in DMF was stirred at RT and purged with nitrogen. The reaction mixture was heated at 85° C. overnight. An additional 1 eq. of reagents was added and the mixture heated for an additional 24 h. The DMF was evaporated and the residue was poured into water. The p... The reactants are Cl.NC1=NCC(C2=CC(=CC=C12)Cl)C1=C(C=CC=C1)[N+](=O)[O-] (1-amino-6-chloro-4-(2-nitrophenyl)-3,4-dihydroisoquinoline hydrochloride), Cl (HCl), 10, CCCCCCC (n-heptane), N (ammonia). Reagents/catalysts: O=[Pt]=O (PtO2). Run in C(C)(=O)OCC (ethyl acetate), CO (methanol), ClCCl (dichloromethane), C(C)(=O)OCC (ethyl acetate). Product: Cl.NC1=NCC(C2=CC(=CC=C12)Cl)C1=C(C=CC=C1)N (1-Amino-4-(2-aminophenyl)-6-chloro-3,4-dihydroisoquinoline Hydrochloride). RXN SMILES: Cl.[NH2:2][C:3]1[C:12]2[C:7](=[CH:8][C:9]([Cl:13])=[CH:10][CH:11]=2)[CH:6]([C:14]2[CH:19]=[CH:18][CH:17]=[CH:16][C:15]=2[N+:20]([O-])=O)[CH2:5][N:4]=1.CCCCCCC.N.Cl>C(OCC)(=O)C.O=[Pt]=O.CO.ClCCl>[ClH:13].[NH2:2][C:3]1[C:12]2[C:7](=[CH:8][C:9]([Cl:13])=[CH:10][CH:11]=2)[CH:6]([C:14]2[CH:19]=[CH:18][CH:17]=[CH:16][C:15]=2[NH2:20])[CH2:5][N:4]=1 |f:0.1,9.10|. Procedure details: was obtained in analogy to the method indicated in Example 1 g) from 1-amino-6-chloro-4-(2-nitrophenyl)-3,4-dihydroisoquinoline hydrochloride by hydrogenation with PtO2 and MPLC and an elution mixture of 10 parts by volume of ethyl acetate, 5 parts by volume of n-heptane, 5 parts by volume of dichloromethane, 5 parts by volume of methanol and 1 part by volume of concentrated aqueous ammonia solution. The product was dissolved in a little ethyl acetate, acidified with ethereal HCl, stirred at roo... The reactants are CC(c1ccccc1)N1CC2(C(=O)OC(C)(C)C)CC(O)CC2C1=O, ClCCl, COCCN(CCOC)S(F)(F)F. Product: CC(c1ccccc1)N1CC2(C(=O)OC(C)(C)C)CC(F)CC2C1=O. As a reaction SMILES: [C:1]([CH3:2])([CH3:3])([CH3:4])[O:5][C:6](=[O:7])[C:8]12[CH2:9][N:10]([CH:18]([CH3:19])[c:20]3[cH:21][cH:22][cH:23][cH:24][cH:25]3)[C:11](=[O:17])[CH:12]1[CH2:13][CH:14]([OH:16])[CH2:15]2.[CH2:39]([Cl:40])[Cl:41].[CH3:26][O:27][CH2:28][CH2:29][N:30]([S:31]([F:32])([F:33])[F:36])[CH2:34][CH2:35][O:37][CH3:38]>>[C:1]([CH3:2])([CH3:3])([CH3:4])[O:5][C:6](=[O:7])[C:8]12[CH2:9][N:10]([CH:18]([CH3:19])[c:20]3[cH:21][cH:22][cH:23][cH:24][cH:25]3)[C:11](=[O:17])[CH:12]1[CH2:13][CH:14]([F:36])[CH2:15]2. Reactants: C1CCOC1, COC(=O)OC, [Cl-], Cl, [H-], COc1cc(C)nc(N)n1, [Na+], [Na+]. Product: COC(=O)Nc1nc(C)cc(OC)n1. As a reaction SMILES: [CH2:22]1[O:23][CH2:24][CH2:25][CH2:26]1.[CH3:13][O:14][C:15](=[O:16])[O:17][CH3:18].[Cl-:20].[ClH:19].[H-:11].[NH2:1][c:2]1[n:3][c:4]([CH3:10])[cH:5][c:6]([O:8][CH3:9])[n:7]1.[Na+:12].[Na+:21]>>[NH:1]([c:2]1[n:3][c:4]([CH3:10])[cH:5][c:6]([O:8][CH3:9])[n:7]1)[C:15]([O:14][CH3:13])=[O:16]. The reactants are [Al+3], [H-], [H-], [H-], [H-], [Li+], COc1ccc2c(c1)CCC2(N)C(=O)O, C1CCOC1. Product: COc1ccc2c(c1)CCC2(N)CO. RXN SMILES: [Al+3:2].[H-:1].[H-:4].[H-:5].[H-:6].[Li+:3].[NH2:7][C:8]1([C:19](=[O:20])[OH:21])[CH2:9][CH2:10][c:11]2[cH:12][c:13]([O:17][CH3:18])[cH:14][cH:15][c:16]21.[O:22]1[CH2:23][CH2:24][CH2:25][CH2:26]1>>[NH2:7][C:8]1([CH2:19][OH:20])[CH2:9][CH2:10][c:11]2[cH:12][c:13]([O:17][CH3:18])[cH:14][cH:15][c:16]21. Reactants: NC=1C=C(C=CC1)NC(=O)NC1=CC(=C(C=C1)C1=CN=CO1)OC (N-(3-aminophenyl)-N′-[3-methoxy-4-(5-oxazolyl)phenyl]urea), HCl—ether, CO (methanol), [N-](C#N)C#N.[Na+] (sodium dicyanamide). Solvent: CN(C)C=O (DMF), CN(C)C=O (DMF). Run at temperature 50 celsius, time 0.5 hour. Yields the product NC(NC#N)=NC=1C=C(C=CC1)NC(=O)NC1=CC(=C(C=C1)C1=CN=CO1)OC (N-[3-[[Amino(cyanoamino)methylene]amino]phenyl]-N′-[3-methoxy-4-(5-oxazolyl)phenyl]urea). Yield: 15.3%. RXN SMILES: [NH2:1][C:2]1[CH:3]=[C:4]([NH:8][C:9]([NH:11][C:12]2[CH:17]=[CH:16][C:15]([C:18]3[O:22][CH:21]=[N:20][CH:19]=3)=[C:14]([O:23][CH3:24])[CH:13]=2)=[O:10])[CH:5]=[CH:6][CH:7]=1.[N-:25]([C:28]#[N:29])[C:26]#[N:27].[Na+].CO>CN(C=O)C>[NH2:29][C:28](=[N:1][C:2]1[CH:3]=[C:4]([NH:8][C:9]([NH:11][C:12]2[CH:17]=[CH:16][C:15]([C:18]3[O:22][CH:21]=[N:20][CH:19]=3)=[C:14]([O:23][CH3:24])[CH:13]=2)=[O:10])[CH:5]=[CH:6][CH:7]=1)[NH:25][C:26]#[N:27] |f:1.2|. Reported procedure: To a solution of 50 mg (0.15 mmol) of 49B in 1 ml of DMF was added excess HCl—ether. A precipitate was obtained. Stirring was continued for 0.5 hr and the slurry was then evaporated to dryness. The residue was diluted with 2 ml of DMF and 40 mg (0.45 mmol) of sodium dicyanamide added. The reaction was heated at 50° C. for 3 hr during which time a lightly cloudy, pale yellow solution was obtained. After removal of the solvent, the residue was diluted with 3 ml of water and stirred for 1 hr. The i... Starting materials: CN(C)C=O, FC(F)(F)CCl, Sc1ccc(Cl)cc1, [H-], [Na+], O. Product: FC(F)(F)CSc1ccc(Cl)cc1. Reaction SMILES: [CH3:18][N:19]([CH3:20])[CH:21]=[O:22].[Cl:11][CH2:12][C:13]([F:14])([F:15])[F:16].[Cl:3][c:4]1[cH:5][cH:6][c:7]([SH:10])[cH:8][cH:9]1.[H-:1].[Na+:2].[OH2:17]>>[Cl:3][c:4]1[cH:5][cH:6][c:7]([S:10][CH2:12][C:13]([F:14])([F:15])[F:16])[cH:8][cH:9]1.